This data is from the Open Reaction Database (ORD), a public repository of structured organic reaction records. The task is: describe an organic reaction: reactants, conditions, products, and yield Starting materials: ClCCl, N#Cc1ccc(CNC2CCCc3cccnc32)c(CO)c1, O=Cc1cc(-c2ccccc2)ccn1. Yields the product N#Cc1ccc(CN(Cc2cc(-c3ccccc3)ccn2)C2CCCc3cccnc32)c(CO)c1. As a reaction SMILES: [Cl:37][CH2:38][Cl:39].[OH:1][CH2:2][c:3]1[cH:4][c:5]([C:6]#[N:7])[cH:8][cH:9][c:10]1[CH2:11][NH:12][CH:13]1[CH2:14][CH2:15][CH2:16][c:17]2[cH:18][cH:19][cH:20][n:21][c:22]21.[c:23]1(-[c:29]2[cH:30][c:31]([CH:35]=[O:36])[n:32][cH:33][cH:34]2)[cH:24][cH:25][cH:26][cH:27][cH:28]1>>[OH:1][CH2:2][c:3]1[cH:4][c:5]([C:6]#[N:7])[cH:8][cH:9][c:10]1[CH2:11][N:12]([CH:13]1[CH2:14][CH2:15][CH2:16][c:17]2[cH:18][cH:19][cH:20][n:21][c:22]21)[CH2:35][c:31]1[cH:30][c:29](-[c:23]2[cH:24][cH:25][cH:26][cH:27][cH:28]2)[cH:34][cH:33][n:32]1. The reactants are C#CCBr, CC(C)=O, [K+], [K+], O=C([O-])[O-], Cc1c(-c2ccccc2)oc2cc(O)ccc2c1=O. Yields the product CC#COc1ccc2c(=O)c(C)c(-c3ccccc3)oc2c1. Reaction SMILES: [CH2:26]([C:27]#[CH:28])[Br:29].[CH3:30][C:31](=[O:32])[CH3:33].[K+:20].[K+:21].[O-:22][C:23]([O-:24])=[O:25].[OH:1][c:2]1[cH:3][cH:4][c:5]2[c:6](=[O:19])[c:7]([CH3:18])[c:8](-[c:12]3[cH:13][cH:14][cH:15][cH:16][cH:17]3)[o:9][c:10]2[cH:11]1>>[O:1]([c:2]1[cH:3][cH:4][c:5]2[c:6](=[O:19])[c:7]([CH3:18])[c:8](-[c:12]3[cH:13][cH:14][cH:15][cH:16][cH:17]3)[o:9][c:10]2[cH:11]1)[C:26]#[C:27][CH3:28]. Yields the product CC(CC)P(Cl)C(C)CC (di-2-butylchlorophosphine). Starting materials: CC(CC)[Mg]Cl (2-butyl magnesium chloride), solution, P(Cl)(Cl)Cl (phosphorus trichloride). Solvent: C(C)OCC (diethyl ether), C(C)OCC (diethyl ether). Procedure: In the manner of Examples 6 and 7, 2-butyl magnesium chloride (800 cm3 of a 2M solution in diethyl ether supplied by Aldrich Chemical Co.) was reacted with phosphorus trichloride (110 g) in diethyl ether (450 cm3) to give di-2-butylchlorophosphine (77.8 g, b.p. 84° C. at a pressure of 15 mm of mercury), and this compound was further reacted with hexamethyldisilazane and sulphur to give N-(di-2-butylphosphinothioyl)-P,P-di-2-butylphosphinothioic amide (m.p. 110°-114° C. 31P NMR in CDCl3, multiple... Reaction SMILES: [CH3:1][CH:2]([Mg]Cl)[CH2:3][CH3:4].[P:7]([Cl:10])(Cl)Cl>C(OCC)C>[CH3:1][CH:2]([P:7]([CH:2]([CH2:3][CH3:4])[CH3:1])[Cl:10])[CH2:3][CH3:4]. Starting materials: C(C)(C)(C)OC(C=CC1=CC(=C(C=C1)OC(F)(F)F)C=1C(=CC2=C(N(C(C(O2)(C)C)=O)CC)C1)C)=O (3-[3-(4-Ethyl-2,2,7-trimethyl-3-oxo-3,4-dihydro-2H-benzo[1,4]oxazin-6-yl)-4-trifluoromethoxy-phenyl]-acrylic acid tert-butyl ester). Run in ClCCl (dichloromethane), FC(C(=O)O)(F)F (TFA). Product: C(C)N1C(C(OC2=C1C=C(C(=C2)C)C=2C=C(C=CC2OC(F)(F)F)C=CC(=O)O)(C)C)=O (3-[3-(4-Ethyl-2,2,7-trimethyl-3-oxo-3,4-dihydro-2H-benzo[1,4]oxazin-6-yl)-4-trifluoromethoxy-phenyl]-acrylic acid). Yield: 98.2%. Reaction SMILES: C([O:5][C:6](=[O:36])[CH:7]=[CH:8][C:9]1[CH:14]=[CH:13][C:12]([O:15][C:16]([F:19])([F:18])[F:17])=[C:11]([C:20]2[C:21]([CH3:35])=[CH:22][C:23]3[O:28][C:27]([CH3:30])([CH3:29])[C:26](=[O:31])[N:25]([CH2:32][CH3:33])[C:24]=3[CH:34]=2)[CH:10]=1)(C)(C)C>ClCCl.FC(F)(F)C(O)=O>[CH2:32]([N:25]1[C:24]2[CH:34]=[C:20]([C:11]3[CH:10]=[C:9]([CH:8]=[CH:7][C:6]([OH:36])=[O:5])[CH:14]=[CH:13][C:12]=3[O:15][C:16]([F:19])([F:17])[F:18])[C:21]([CH3:35])=[CH:22][C:23]=2[O:28][C:27]([CH3:30])([CH3:29])[C:26]1=[O:31])[CH3:33]. Procedure: A solution of Compound 1E (1.71 g, 3.4 mmol) in 15 mL of dichloromethane and 5 mL of trifluoroacetic acid was stirred at room temperature overnight. The reaction mixture was then concentrated on the rotary evaporator and redissolved in 20 mL of diethyl ether. To this solution, hexanes were added to give a cloudy solution from which 1.5 g (100%) of product precipitated out as a white solid (Compound 1). MS (electrospray): mass calculated for C23H22F3NO5, 449.15; m/z found 462.3, [M+H]+. Reaction SMILES: [F:1][C:2]([F:11])([F:10])[C:3]1[CH:8]=[CH:7][CH:6]=[CH:5][C:4]=1[OH:9].[H-].[Na+].Cl.Cl[CH2:16][CH2:17][NH2:18]>O1CCCC1>[F:1][C:2]([F:10])([F:11])[C:3]1[CH:8]=[CH:7][CH:6]=[CH:5][C:4]=1[O:9][CH2:16][CH2:17][NH2:18] |f:1.2,3.4|. Reactants: FC(C1=C(C=CC=C1)O)(F)F (2-trifluoromethylphenol), [H-].[Na+] (sodium hydride), Cl.ClCCN (2-chloroethylamine hydrochloride), FC(C1=C(C=CC=C1)O)(F)F (2-trifluoromethylphenol). Yields the product FC(C1=C(OCCN)C=CC=C1)(F)F (2-(2-Trifluoromethylphenoxy)ethylamine). Procedure: Add 5.0 g (30.9 mmol) of 2-trifluoromethylphenol to a 0° C. suspension of 2.72 g (67.9 mmol, 2.2 eq, 60% by wt. in mineral oil) of sodium hydride in 100 mL of dry tetrahydrofuran. Once the 2-trifluoromethylphenol is dissolved add 7.88 g (67.9 mmol, 2.2 eq) of 2-chloroethylamine hydrochloride and stir at room temperature for 18 hr. Concentrate the reaction mixture and partition between 200 mL of methylene chloride and 50 mL water. Dry the organic layer over Na2SO4 and concentrate in vacuo to obta... The solvent is O1CCCC1 (tetrahydrofuran). Run at time 18 hour. The reactants are BrC1=C(OC=2C=C(C(=C(C=O)C2)O)C(C)C)C(=CC(=C1C)[N+](=O)[O-])Br (5-(2,6-Dibromo-3-methyl-4-nitrophenoxy)-2-hydroxy-3-isopropylbenzaldehyde), 8D, [BH4-].[Na+] (NaBH4). Solvent: CCO (EtOH), C1CCOC1 (THF). Conditions: time 1.5 hour. The product is BrC1=C(OC2=CC(=C(C(=C2)C(C)C)O)CO)C(=CC(=C1C)[N+](=O)[O-])Br (4-(2,6-dibromo-3-methyl-4-nitrophenoxy)-2-hydroxymethyl-6-isopropylphenol). Yield: 85.0%. RXN SMILES: [Br:1][C:2]1[C:20]([CH3:21])=[C:19]([N+:22]([O-:24])=[O:23])[CH:18]=[C:17]([Br:25])[C:3]=1[O:4][C:5]1[CH:6]=[C:7]([CH:14]([CH3:16])[CH3:15])[C:8]([OH:13])=[C:9]([CH:12]=1)[CH:10]=[O:11].[BH4-].[Na+]>CCO.C1COCC1>[Br:1][C:2]1[C:20]([CH3:21])=[C:19]([N+:22]([O-:24])=[O:23])[CH:18]=[C:17]([Br:25])[C:3]=1[O:4][C:5]1[CH:6]=[C:7]([CH:14]([CH3:16])[CH3:15])[C:8]([OH:13])=[C:9]([CH2:10][OH:11])[CH:12]=1 |f:1.2|. Reported procedure: 5-(2,6-Dibromo-3-methyl-4-nitrophenoxy)-2-hydroxy-3-isopropylbenzaldehyde of Part 8D (100 mg, 0.21 mmol) and NaBH4 (9.0 mg, 0.23 mmol) was dissolved in a mixture of EtOH and THF (3 mL, 2:1) at room temperature. After 1.5 hours of stirring at room temperature, the reaction mixture was concentrated and the residue suspended in CHCl3. The suspension was washed with 1N HCl and the two phases were separated with a phase separator (IST) before concentration of the organic phase. The residue was purifi... Starting materials: Cl[O-].[Na+] (sodium hypochlorite), Cl (HCl), [OH-].[Na+] (NaOH), [OH-].[Na+] (NaOH), [I-].[Na+] (sodium iodide), [OH-].[Na+] (sodium hydroxide), C(C1=CC=CC=C1)OC1=C(C=CC=C1)O (2-(benzyloxy)phenol). The solvent is [O-]S(=O)(=S)[O-].[Na+].[Na+] (Na2S2O3), CC(C)(C)OC (MTBE), CO (MeOH). Reaction conditions: temperature 55 celsius, time 10 minute. Product: C(C1=CC=CC=C1)OC1=C(C=CC(=C1)I)O (2-(benzyloxy)-4-iodophenol). Isolated yield 62.9%. Reaction SMILES: [CH2:1]([O:8][C:9]1[CH:14]=[CH:13][CH:12]=[CH:11][C:10]=1[OH:15])[C:2]1[CH:7]=[CH:6][CH:5]=[CH:4][CH:3]=1.[I-:16].[Na+].[OH-].[Na+].Cl[O-].[Na+].Cl>CO.[O-]S([O-])(=S)=O.[Na+].[Na+].CC(OC)(C)C>[CH2:1]([O:8][C:9]1[CH:14]=[C:13]([I:16])[CH:12]=[CH:11][C:10]=1[OH:15])[C:2]1[CH:3]=[CH:4][CH:5]=[CH:6][CH:7]=1 |f:1.2,3.4,5.6,9.10.11|. Procedure: A solution of 2-(benzyloxy)phenol (63.7 ml, 364 mmol) in MeOH (1050 ml) was cooled to −10° C. and sodium iodide (54.5 g, 364 mmol) and sodium hydroxide (382 ml, 764 mmol) were added (NaOH over 5 min, temp to 10° C. and dark solution with NaOH addition). Cooled back to <5° C. and added sodium hypochlorite (247 ml, 400 mmol) dropwise, keeping the temperature at <5° C. After 10 min, removed 500 mL MeOH by rotary evaporation, then added MTBE (730 mL) and 2 N HCl (909 ml, 1818 mmol), washed with 1 N ...